From a dataset of the Open Reaction Database (ORD), a public repository of structured organic reaction records. describe an organic reaction: reactants, conditions, products, and yield Reactants: Nc1ccc(Br)cc1[N+](=O)[O-], C1CCOC1. Yields the product Nc1ccc(Br)cc1N. As a reaction SMILES: [Br:1][c:2]1[cH:3][c:4]([N+:9]([O-:10])=[O:11])[c:5]([NH2:6])[cH:7][cH:8]1.[CH2:12]1[O:13][CH2:14][CH2:15][CH2:16]1>>[Br:1][c:2]1[cH:3][c:4]([NH2:9])[c:5]([NH2:6])[cH:7][cH:8]1. Reactants: ClC1=CC=C(C=C1)C=1N=C2N(C=CC=C2)C1CN1C(C=C(C1)NCCN(C)C)=O (1-((2-(4-chlorophenyl)imidazo[1,2-a]pyridin-3-yl)methyl)-4-(2-(dimethylamino)ethylamino)-1H-pyrrol-2(5H)-one), ClC1=CC=C(C=C1)C=1N=C2N(C=CC=C2)C1CN1C(C=C(C1)OC)=O (1-((2-(4-chlorophenyl)imidazo[1,2-a]pyridin-3-yl)methyl)-4-methoxy-1H-pyrrol-2(5H)-one), N1CCC(CC1)O (piperidin-4-ol). Yields the product ClC1=CC=C(C=C1)C=1N=C2N(C=CC=C2)C1CN1C(C=C(C1)N1CCC(CC1)O)=O (1-((2-(4-chlorophenyl)imidazo[1,2-a]pyridin-3-yl)methyl)-4-(4-hydroxypiperidin-1-yl)-1H-pyrrol-2(5H)-one). Reaction SMILES: [Cl:1][C:2]1[CH:7]=[CH:6][C:5]([C:8]2[N:9]=[C:10]3[CH:15]=[CH:14][CH:13]=[CH:12][N:11]3[C:16]=2[CH2:17][N:18]2[CH2:22][C:21](NCCN(C)C)=[CH:20][C:19]2=[O:29])=[CH:4][CH:3]=1.ClC1C=CC(C2N=C3C=CC=CN3C=2CN2CC(OC)=CC2=O)=CC=1.[NH:55]1[CH2:60][CH2:59][CH:58]([OH:61])[CH2:57][CH2:56]1>>[Cl:1][C:2]1[CH:3]=[CH:4][C:5]([C:8]2[N:9]=[C:10]3[CH:15]=[CH:14][CH:13]=[CH:12][N:11]3[C:16]=2[CH2:17][N:18]2[CH2:22][C:21]([N:55]3[CH2:60][CH2:59][CH:58]([OH:61])[CH2:57][CH2:56]3)=[CH:20][C:19]2=[O:29])=[CH:6][CH:7]=1. Procedure: The title compound was prepared according to the experimental for compound 237 from 1-((2-(4-chlorophenyl)imidazo[1,2-a]pyridin-3-yl)methyl)-4-methoxy-1H-pyrrol-2(5H)-one and piperidin-4-ol. (49 mg, 41%) m/e+=423 (M+H+). 1H-NMR (400 MHz, CDCl3, δ): 8.47 (d, 1H, D, J=7.0 Hz), 7.73 (d, 2H, D, J=8.4 Hz), 7.62 (d, 1H, D, J=9.2 Hz), 7.47 (d, 2H, D, J=8.8 Hz), 7.25 (t, 1H, D, J=7.3 Hz), 6.85 (t, 1H, D, J=7.3 Hz), 5.09 (s, 2H), 4.73 (s, 1H), 3.87 (m, 1H), 3.57 (s, 2H), 3.25 (m, 2H), 2.87 (m, 2H), 1.7 (... Reactants: C(C)NCC (diethylamine), CN1CCOCC1 (N-methyl-morpholine), COC1=C(C(=CC=C1)OC)C1=CC(=NC(=N1)S(=O)(=O)C)C(=O)N (6-(2,6-dimethoxy-phenyl)-2-methanesulfonyl-pyrimidine-4-carboxylic acid amide). Solvent: CS(=O)C (DMSO), CS(=O)C (DMSO). Reaction conditions: temperature 75 celsius. Product: C(C)N(C1=NC(=CC(=N1)C(=O)N)C1=C(C=CC=C1OC)OC)CC (2-diethylamino-6-(2,6-dimethoxy-phenyl)-pyrimidine-4-carboxylic acid amide). The yield is 18.0%. RXN SMILES: [CH3:1][O:2][C:3]1[CH:8]=[CH:7][CH:6]=[C:5]([O:9][CH3:10])[C:4]=1[C:11]1[N:16]=[C:15](S(C)(=O)=O)[N:14]=[C:13]([C:21]([NH2:23])=[O:22])[CH:12]=1.[CH2:24]([NH:26][CH2:27][CH3:28])[CH3:25].CN1CCOCC1>CS(C)=O>[CH2:24]([N:26]([CH2:27][CH3:28])[C:15]1[N:14]=[C:13]([C:21]([NH2:23])=[O:22])[CH:12]=[C:11]([C:4]2[C:3]([O:2][CH3:1])=[CH:8][CH:7]=[CH:6][C:5]=2[O:9][CH3:10])[N:16]=1)[CH3:25]. Procedure: A 4 mL screw-cap vial was charged with a solution of 6-(2,6-dimethoxy-phenyl)-2-methanesulfonyl-pyrimidine-4-carboxylic acid amide (assumed 0.3 mmol) in DMSO (0.9 mL). A solution of diethylamine and N-methyl-morpholine (NMM) in DMSO (0.3 mL, 3 M in both, 0.9 mmol, 3 eq.) was added, and the sealed vial was heated at 75° C. for 22 hours. The mixture was then submitted for purification by preparative HPLC to afford 18 mg (18%) of the 2-diethylamino-6-(2,6-dimethoxy-phenyl)-pyrimidine-4-carboxylic a... Reactants: FC(C=1C=C(C(=O)N2CCC3(C(CNC3=O)C3=CC=CC=C3)CC2)C=C(C1)C(F)(F)F)(F)F ((rac)-8-(3,5-bis-trifluoromethyl-benzoyl)-4-phenyl-2,8-diaza-spiro[4.5]decan-1-one), ClCCOC (2-chloroethyl-methyl-ether). The product is FC(C=1C=C(C(=O)N2CCC3(C(CN(C3=O)CCOC)C3=CC=CC=C3)CC2)C=C(C1)C(F)(F)F)(F)F ((rac)-8-(3,5-Bis-trifluoromethyl-benzoyl)-2-(2-methoxy-ethyl)-4-phenyl-2,8-diaza-spiro[4.5]decan-1-one). RXN SMILES: [F:1][C:2]([F:33])([F:32])[C:3]1[CH:4]=[C:5]([CH:25]=[C:26]([C:28]([F:31])([F:30])[F:29])[CH:27]=1)[C:6]([N:8]1[CH2:24][CH2:23][C:11]2([C:15](=[O:16])[NH:14][CH2:13][CH:12]2[C:17]2[CH:22]=[CH:21][CH:20]=[CH:19][CH:18]=2)[CH2:10][CH2:9]1)=[O:7].Cl[CH2:35][CH2:36][O:37][CH3:38]>>[F:31][C:28]([F:29])([F:30])[C:26]1[CH:25]=[C:5]([CH:4]=[C:3]([C:2]([F:1])([F:32])[F:33])[CH:27]=1)[C:6]([N:8]1[CH2:9][CH2:10][C:11]2([C:15](=[O:16])[N:14]([CH2:35][CH2:36][O:37][CH3:38])[CH2:13][CH:12]2[C:17]2[CH:18]=[CH:19][CH:20]=[CH:21][CH:22]=2)[CH2:23][CH2:24]1)=[O:7]. Reported procedure: The title compound, MS: m/e=529.2 (M+H+), was prepared in accordance with the general method of example 99 from (rac)-8-(3,5-bis-trifluoromethyl-benzoyl)-4-phenyl-2,8-diaza-spiro[4.5]decan-1-one and 2-chloroethyl-methyl-ether. The reactants are Cc1ccc(S(=O)(=O)Cl)cc1, ClCCl, CC1(C)CC(c2cccc(N)c2)Nc2ccc(C#N)cc21, c1ccncc1. The product is Cc1ccc(S(=O)(=O)Nc2cccc(C3CC(C)(C)c4cc(C#N)ccc4N3)c2)cc1. Reaction SMILES: [CH3:1][c:2]1[cH:3][cH:4][c:5]([S:8](=[O:9])(=[O:10])[Cl:11])[cH:6][cH:7]1.[Cl:39][CH2:40][Cl:41].[NH2:12][c:13]1[cH:14][c:15]([CH:19]2[NH:20][c:21]3[cH:22][cH:23][c:24]([C:31]#[N:32])[cH:25][c:26]3[C:27]([CH3:29])([CH3:30])[CH2:28]2)[cH:16][cH:17][cH:18]1.[cH:33]1[cH:34][cH:35][n:36][cH:37][cH:38]1>>[CH3:1][c:2]1[cH:3][cH:4][c:5]([S:8](=[O:9])(=[O:10])[NH:12][c:13]2[cH:14][c:15]([CH:19]3[NH:20][c:21]4[cH:22][cH:23][c:24]([C:31]#[N:32])[cH:25][c:26]4[C:27]([CH3:29])([CH3:30])[CH2:28]3)[cH:16][cH:17][cH:18]2)[cH:6][cH:7]1.